This data is from the Open Reaction Database (ORD), a public repository of structured organic reaction records. The task is: describe an organic reaction: reactants, conditions, products, and yield The product is O=C1CCC(=NO)C(C(c2ccccc2)c2ccccc2)N1. Reactants: Cl, NO, O=C1CCC(=O)C(C(c2ccccc2)c2ccccc2)N1, c1ccncc1. As a reaction SMILES: [ClH:22].[NH2:23][OH:24].[O:1]=[C:2]1[NH:3][CH:4]([CH:9]([c:10]2[cH:11][cH:12][cH:13][cH:14][cH:15]2)[c:16]2[cH:17][cH:18][cH:19][cH:20][cH:21]2)[C:5](=[O:8])[CH2:6][CH2:7]1.[cH:25]1[cH:26][cH:27][n:28][cH:29][cH:30]1>>[O:1]=[C:2]1[NH:3][CH:4]([CH:9]([c:10]2[cH:11][cH:12][cH:13][cH:14][cH:15]2)[c:16]2[cH:17][cH:18][cH:19][cH:20][cH:21]2)[C:5](=[N:23][OH:24])[CH2:6][CH2:7]1.